Dataset: the Open Reaction Database (ORD), a public repository of structured organic reaction records. Task: describe an organic reaction: reactants, conditions, products, and yield Reactants: CC(=O)[O-], CC(=O)O, C[N+](=O)[O-], [NH4+], O=Cc1ccc(COc2ccccc2)cc1. Product: O=[N+]([O-])C=Cc1ccc(COc2ccccc2)cc1. RXN SMILES: [CH3:22][C:23](=[O:24])[O-:25].[CH3:26][C:27](=[O:28])[OH:29].[N+:17](=[O:18])([O-:19])[CH3:20].[NH4+:21].[O:1]([c:2]1[cH:3][cH:4][cH:5][cH:6][cH:7]1)[CH2:8][c:9]1[cH:10][cH:11][c:12]([CH:13]=[O:14])[cH:15][cH:16]1>>[O:1]([c:2]1[cH:3][cH:4][cH:5][cH:6][cH:7]1)[CH2:8][c:9]1[cH:10][cH:11][c:12]([CH:13]=[CH:20][N+:17](=[O:18])[O-:19])[cH:15][cH:16]1. Starting materials: OCCCBr, O=C([O-])[O-], CC(C)=O, [Cs+], [Cs+], COc1ccc(COC(c2cccc(O)c2)(C(F)(F)F)C(F)(F)F)cc1, [I-], [K+]. Yields the product COc1ccc(COC(c2cccc(OCCCO)c2)(C(F)(F)F)C(F)(F)F)cc1. RXN SMILES: [Br:27][CH2:28][CH2:29][CH2:30][OH:31].[C:32](=[O:33])([O-:34])[O-:35].[CH3:40][C:41](=[O:42])[CH3:43].[Cs+:36].[Cs+:37].[F:1][C:2]([C:3]([C:4]([F:5])([F:6])[F:7])([O:8][CH2:9][c:10]1[cH:11][cH:12][c:13]([O:16][CH3:17])[cH:14][cH:15]1)[c:18]1[cH:19][c:20]([OH:24])[cH:21][cH:22][cH:23]1)([F:25])[F:26].[I-:39].[K+:38]>>[F:1][C:2]([C:3]([C:4]([F:5])([F:6])[F:7])([O:8][CH2:9][c:10]1[cH:11][cH:12][c:13]([O:16][CH3:17])[cH:14][cH:15]1)[c:18]1[cH:19][c:20]([O:24][CH2:28][CH2:29][CH2:30][OH:31])[cH:21][cH:22][cH:23]1)([F:25])[F:26].